Task: describe an organic reaction: reactants, conditions, products, and yield. Dataset: the Open Reaction Database (ORD), a public repository of structured organic reaction records The reactants are COP(=O)(CC(=O)CC(C(O[SiH](C)C)C(=O)O)C(C)(C)C)OC, O=C([O-])[O-], CC(C)=O, CI, [K+], [K+], O. Yields the product COC(=O)C(O[SiH](C)C)C(CC(=O)CP(=O)(OC)OC)C(C)(C)C. Reaction SMILES: [C:1]([CH3:2])([CH3:3])([CH3:4])[CH:5]([CH:6]([C:7](=[O:8])[OH:9])[O:10][SiH:11]([CH3:12])[CH3:13])[CH2:14][C:15]([CH2:16][P:17](=[O:18])([O:19][CH3:20])[O:21][CH3:22])=[O:23].[C:30](=[O:31])([O-:32])[O-:33].[CH3:24][C:25](=[O:26])[CH3:27].[CH3:28][I:29].[K+:34].[K+:35].[OH2:36]>>[C:1]([CH3:2])([CH3:3])([CH3:4])[CH:5]([CH:6]([C:7](=[O:8])[O:9][CH3:24])[O:10][SiH:11]([CH3:12])[CH3:13])[CH2:14][C:15]([CH2:16][P:17](=[O:18])([O:19][CH3:20])[O:21][CH3:22])=[O:23]. Starting materials: CC(N)COc1ccccc1N1CCN(C(=O)OC(C)(C)C)CC1, CC(=O)O[BH-](OC(C)=O)OC(C)=O, CO, CC=O, [Na+]. Yields the product CCN(CC)C(C)COc1ccccc1N1CCN(C(=O)OC(C)(C)C)CC1. Reaction SMILES: [C:1]([CH3:2])([CH3:3])([CH3:4])[O:5][C:6](=[O:7])[N:8]1[CH2:9][CH2:10][N:11]([c:14]2[c:15]([O:20][CH2:21][CH:22]([CH3:23])[NH2:24])[cH:16][cH:17][cH:18][cH:19]2)[CH2:12][CH2:13]1.[C:28]([CH3:29])([O:30][BH-:31]([O:32][C:33](=[O:34])[CH3:35])[O:36][C:37](=[O:38])[CH3:39])=[O:40].[CH3:42][OH:43].[CH:25]([CH3:26])=[O:27].[Na+:41]>>[C:1]([CH3:2])([CH3:3])([CH3:4])[O:5][C:6](=[O:7])[N:8]1[CH2:9][CH2:10][N:11]([c:14]2[c:15]([O:20][CH2:21][CH:22]([CH3:23])[N:24]([CH2:25][CH3:26])[CH2:28][CH3:29])[cH:16][cH:17][cH:18][cH:19]2)[CH2:12][CH2:13]1. The reactants are CCOC(=O)C(=O)OCC, CCO, Cc1ncc([N+](=O)[O-])n1C, CO. The product is CCOC(=O)C(=O)Cc1ncc([N+](=O)[O-])n1C. RXN SMILES: [C:1]([C:2]([O:4][CH2:3][CH3:5])=[O:6])(=[O:7])[O:8][CH2:9][CH3:10].[CH3:11][CH2:12][OH:13].[CH3:14][n:15]1[c:16]([CH3:23])[n:17][cH:18][c:19]1[N+:20](=[O:21])[O-:22].[CH3:24][OH:25]>>[C:1]([C:2](=[O:4])[CH2:23][c:16]1[n:15]([CH3:14])[c:19]([N+:20](=[O:21])[O-:22])[cH:18][n:17]1)(=[O:7])[O:8][CH2:9][CH3:10]. Starting materials: COC(C1=CC=C(C=C1)CSC1=CC(=C(C=C1)C1=CC=CC=C1)C(F)(F)F)=O (4-(2-trifluoromethyl-biphenyl-4-ylsulfanylmethyl)-benzoic acid methyl ester), CC(C)C[AlH]CC(C)C (DIBAL-H). The solvent is C1(=CC=CC=C1)C (toluene). Conditions: temperature -78 celsius, time 30 minute. Yields the product FC(C1=C(C=CC(=C1)SCC1=CC=C(C=C1)CO)C1=CC=CC=C1)(F)F ([4-(2-trifluoromethyl-biphenyl-4-ylsulfanylmethyl)-phenyl]-methanol). RXN SMILES: C[O:2][C:3](=O)[C:4]1[CH:9]=[CH:8][C:7]([CH2:10][S:11][C:12]2[CH:17]=[CH:16][C:15]([C:18]3[CH:23]=[CH:22][CH:21]=[CH:20][CH:19]=3)=[C:14]([C:24]([F:27])([F:26])[F:25])[CH:13]=2)=[CH:6][CH:5]=1.CC(C[AlH]CC(C)C)C>C1(C)C=CC=CC=1>[F:26][C:24]([F:25])([F:27])[C:14]1[CH:13]=[C:12]([S:11][CH2:10][C:7]2[CH:6]=[CH:5][C:4]([CH2:3][OH:2])=[CH:9][CH:8]=2)[CH:17]=[CH:16][C:15]=1[C:18]1[CH:19]=[CH:20][CH:21]=[CH:22][CH:23]=1. Procedure details: To a solution of 4-(2-trifluoromethyl-biphenyl-4-ylsulfanylmethyl)-benzoic acid methyl ester (83 mg, 0.2062 mmol, 1 eq.) in anhydrous toluene (5 mL) cooled to −78° C. is added DIBAL-H (1 M in toluene, 0.41 mL, 0.41 mmol, 2 eq). The mixture is stirred at −78° C. for 30 min. The reaction is quenched by the addition of saturated aqueous NH4Cl after which point the reaction mixture is allowed to warm to room temperature. The reaction is diluted with EtOAc and washed with 1 N HCl (aq), H2O, and satur... Reactants: ClC=1C=C(C=CC1Cl)C1CN(CCOC1COC)C(=O)OC(C)(C)C (tert-butyl (6RS,7SR)-6-(3,4-dichlorophenyl)-7-(methoxymethyl)-1,4-oxazepane-4-carboxylate), Cl.C(C)O (hydrogen chloride ethanol). Run in C(C)O (ethanol). Conditions: time 1 hour. The product is Cl.ClC=1C=C(C=CC1Cl)C1CNCCOC1COC ((6RS,7SR)-6-(3,4-dichlorophenyl)-7-(methoxymethyl)-1,4-oxazepane monohydrochloride). Isolated yield 191.8%. As a reaction SMILES: [Cl:1][C:2]1[CH:3]=[C:4]([CH:9]2[CH:15]([CH2:16][O:17][CH3:18])[O:14][CH2:13][CH2:12][N:11](C(OC(C)(C)C)=O)[CH2:10]2)[CH:5]=[CH:6][C:7]=1[Cl:8].Cl.C(O)C>C(O)C>[ClH:1].[Cl:1][C:2]1[CH:3]=[C:4]([CH:9]2[CH:15]([CH2:16][O:17][CH3:18])[O:14][CH2:13][CH2:12][NH:11][CH2:10]2)[CH:5]=[CH:6][C:7]=1[Cl:8] |f:1.2,4.5|. Reported procedure: To a solution of tert-butyl (6RS,7SR)-6-(3,4-dichlorophenyl)-7-(methoxymethyl)-1,4-oxazepane-4-carboxylate (147 mg) in ethanol (1.5 ml) was added 14.0 N hydrogen chloride-ethanol solution (1.2 ml), and the mixture was stirred at room temperature for 1 hr. The residue obtained by concentration under reduced pressure was crystallized from ethanol-diisopropyl ether to give the title compound (118 mg). Reactants: solution, Cl (hydrogen chloride), ClC=1C=CC2=C(C(=NO2)OC2CCN(CC2)C)C1 (5-Chloro-3-(1-methyl-4-piperidyloxy)-1,2-benzisoxazole). Solvent: O1CCOCC1 (dioxane), C(C)O (ethanol). Reaction conditions: time 30 minute. Yields the product Cl.ClC=1C=CC2=C(C(=NO2)OC2CCN(CC2)C)C1 (5-Chloro-3-(1-methyl-4-piperidyloxy)-1,2-benzisoxazole hydrochloride). The yield is 197.7%. As a reaction SMILES: [Cl:1][C:2]1[CH:3]=[CH:4][C:5]2[O:9][N:8]=[C:7]([O:10][CH:11]3[CH2:16][CH2:15][N:14]([CH3:17])[CH2:13][CH2:12]3)[C:6]=2[CH:18]=1.Cl>C(O)C.O1CCOCC1>[ClH:1].[Cl:1][C:2]1[CH:3]=[CH:4][C:5]2[O:9][N:8]=[C:7]([O:10][CH:11]3[CH2:12][CH2:13][N:14]([CH3:17])[CH2:15][CH2:16]3)[C:6]=2[CH:18]=1 |f:4.5|. Reported procedure: A solution of 2.20 g (8.24 mmole) of 5-chloro-3-(1-methyl-4-piperidyloxy)-1,2-benzisoxazole (prepared as described in Example 11) in 20 ml of ethanol was cooled to 5° C. 2.5 ml of a 4N solution of hydrogen chloride in dioxane were added dropwise to the cooled solution, and the resulting mixture was stirred at room temperature for 30 minutes. At the end of this time, the solvent was removed from the reaction mixture by distillation under reduced pressure. The solid residue thus obtained was recry... Yields the product FC1=C(C(=CC=C1)F)NC(NC1=CC=C(C=C1)C1=CC=C2CN(C(C2=C1)=O)[C@H](C(=O)OC)C(C)C)=O ((S)-Methyl 2-(6-(4-(3-(2,6-difluorophenyl)ureido)phenyl)-1-oxoisoindolin-2-yl)-3-methylbutanoate). Reported procedure: The compound of example 19 was prepared analogous to compound of example 7 by reaction of compound of example 6 with 2,6-difluorophenyl isocyanate. The compound of example 19 was used directly without isolation for the preparation of compound of example 20. Starting materials: compound, NC1=CC=C(C=C1)C1=CC=C2CN(C(C2=C1)=O)[C@H](C(=O)OC)C(C)C ((S)-Methyl 2-(6-(4-aminophenyl)-1-oxoisoindolin-2-yl)-3-methylbutanoate), FC1=C(C(=CC=C1)F)N=C=O (2,6-difluorophenyl isocyanate), compound, compound. RXN SMILES: [NH2:1][C:2]1[CH:7]=[CH:6][C:5]([C:8]2[CH:16]=[C:15]3[C:11]([CH2:12][N:13]([C@@H:18]([CH:23]([CH3:25])[CH3:24])[C:19]([O:21][CH3:22])=[O:20])[C:14]3=[O:17])=[CH:10][CH:9]=2)=[CH:4][CH:3]=1.[F:26][C:27]1[CH:32]=[CH:31][CH:30]=[C:29]([F:33])[C:28]=1[N:34]=[C:35]=[O:36]>>[F:26][C:27]1[CH:32]=[CH:31][CH:30]=[C:29]([F:33])[C:28]=1[NH:34][C:35](=[O:36])[NH:1][C:2]1[CH:3]=[CH:4][C:5]([C:8]2[CH:16]=[C:15]3[C:11]([CH2:12][N:13]([C@@H:18]([CH:23]([CH3:25])[CH3:24])[C:19]([O:21][CH3:22])=[O:20])[C:14]3=[O:17])=[CH:10][CH:9]=2)=[CH:6][CH:7]=1. Reactants: [Al+3], C1CCOC1, CCOC(=O)c1ccc(OC)c(OCc2c(C)cccc2C)c1, [H-], [H-], [H-], [H-], [Li+]. Product: COc1ccc(CO)cc1OCc1c(C)cccc1C. RXN SMILES: [Al+3:25].[CH2:30]1[O:31][CH2:32][CH2:33][CH2:34]1.[CH3:1][c:2]1[c:3]([CH2:4][O:5][c:6]2[cH:7][c:8]([C:9](=[O:10])[O:11][CH2:12][CH3:13])[cH:14][cH:15][c:16]2[O:17][CH3:18])[c:19]([CH3:23])[cH:20][cH:21][cH:22]1.[H-:24].[H-:27].[H-:28].[H-:29].[Li+:26]>>[CH3:1][c:2]1[c:3]([CH2:4][O:5][c:6]2[cH:7][c:8]([CH2:9][OH:10])[cH:14][cH:15][c:16]2[O:17][CH3:18])[c:19]([CH3:23])[cH:20][cH:21][cH:22]1.